Dataset: the Open Reaction Database (ORD), a public repository of structured organic reaction records. Task: describe an organic reaction: reactants, conditions, products, and yield Reactants: C(#N)C=1C=CC2=C(C(=CO2)C2=CC=CC=C2)C1 (5-cyano-3-phenylbenzofuran), CN(C=O)C (N,N-dimethylformamide), [Cl-].[NH4+] (ammonium chloride), [N-]=[N+]=[N-].[Na+] (sodium azide). Run in O (water). Run at temperature 20 celsius. Product: C1(=CC=CC=C1)C1=COC2=C1C=C(C=C2)C2=NN=NN2 (3-phenyl-5-(1H-tetrazol-5-yl)benzofuran). Reaction SMILES: [C:1]([C:3]1[CH:4]=[CH:5][C:6]2[O:10][CH:9]=[C:8]([C:11]3[CH:16]=[CH:15][CH:14]=[CH:13][CH:12]=3)[C:7]=2[CH:17]=1)#[N:2].[Cl-].[NH4+].[N-:20]=[N+:21]=[N-:22].[Na+].CN(C)C=O>O>[C:11]1([C:8]2[C:7]3[CH:17]=[C:3]([C:1]4[NH:22][N:21]=[N:20][N:2]=4)[CH:4]=[CH:5][C:6]=3[O:10][CH:9]=2)[CH:16]=[CH:15][CH:14]=[CH:13][CH:12]=1 |f:1.2,3.4|. Reported procedure: A mixture of 61.4 g. (0.28 mole) of 5-cyano-3-phenylbenzofuran (described in U.S. Pat. No. 4,067,993, Example 1), 16.5 g. (0.31 mole) of ammonium chloride and 20.2 g. (0.31 mole) of sodium azide in 250 ml. of N,N-dimethylformamide is stirred at 110°14 120° C. for 16 hours. The mixture is cooled to about 20° C. and poured into about 1 liter of water. A light brown solid forms which is collected by filtration, washed with water, and then recrystallized from ethanol to provide brown crystals of 3-p... As a reaction SMILES: [C:1]12([CH2:11][CH2:12][O:13][c:14]3[cH:15][c:16]([CH2:20][CH:21]([CH3:22])[NH:23][C:24](=[O:25])[O:26][C:27]([CH3:28])([CH3:29])[CH3:30])[cH:17][cH:18][cH:19]3)[CH2:2][CH:3]3[CH2:4][CH:5]([CH2:6][CH:7]([CH2:8]1)[CH2:9]3)[CH2:10]2.[ClH:31]>>[C:1]12([CH2:11][CH2:12][O:13][c:14]3[cH:15][c:16]([CH2:20][CH:21]([CH3:22])[NH2:23])[cH:17][cH:18][cH:19]3)[CH2:2][CH:3]3[CH2:4][CH:5]([CH2:6][CH:7]([CH2:8]1)[CH2:9]3)[CH2:10]2. The reactants are CC(Cc1cccc(OCCC23CC4CC(CC(C4)C2)C3)c1)NC(=O)OC(C)(C)C, Cl. The product is CC(N)Cc1cccc(OCCC23CC4CC(CC(C4)C2)C3)c1. Run in C(C)O (ethanol). The product is SC(C(=O)O)C1=CC=C(C=C1)C1=C(C=CC=C1)Cl (α-mercapto-2'-chloro-4-biphenylylacetic acid). Procedure details: A mixture of 14 g. (.05 moles) of α, 2'-dichloro-4-biphenylylacetic acid and 5 g. of sodium hydrosulfide in 100 ml. of absolute ethanol and under a nitrogen atmosphere is stirred for 15 hours. The mixture is then acidified with 6 N hydrochloric acid. The solvent is removed in vacuo and the residue is extracted into ether, washed with water, saturated sodium chloride solution, dried and evaporated to dryness to obtain α-mercapto-2'-chloro-4-biphenylylacetic acid. Reaction SMILES: Cl[CH:2]([C:6]1[CH:11]=[CH:10][C:9]([C:12]2[CH:17]=[CH:16][CH:15]=[CH:14][C:13]=2[Cl:18])=[CH:8][CH:7]=1)[C:3]([OH:5])=[O:4].[SH-:19].[Na+].Cl>C(O)C>[SH:19][CH:2]([C:6]1[CH:11]=[CH:10][C:9]([C:12]2[CH:17]=[CH:16][CH:15]=[CH:14][C:13]=2[Cl:18])=[CH:8][CH:7]=1)[C:3]([OH:5])=[O:4] |f:1.2|. Reactants: ClC(C(=O)O)C1=CC=C(C=C1)C1=C(C=CC=C1)Cl (α, 2'-dichloro-4-biphenylylacetic acid), [SH-].[Na+] (sodium hydrosulfide), Cl (hydrochloric acid). The reactants are CCOc1cc(C(C)(C)C)ncc1C1=NC(C)(c2ccc(Cl)cc2)C(C)(c2ccc(Cl)cc2)N1C(=O)Cl, OCC1CCNCC1. Product: CCOc1cc(C(C)(C)C)ncc1C1=NC(C)(c2ccc(Cl)cc2)C(C)(c2ccc(Cl)cc2)N1C(=O)N1CCC(CO)CC1. As a reaction SMILES: [C:1]([CH3:2])([CH3:3])([CH3:4])[c:5]1[cH:6][c:7]([O:35][CH2:36][CH3:37])[c:8]([C:11]2=[N:15][C:14]([CH3:16])([c:17]3[cH:18][cH:19][c:20]([Cl:23])[cH:21][cH:22]3)[C:13]([CH3:24])([c:25]3[cH:26][cH:27][c:28]([Cl:31])[cH:29][cH:30]3)[N:12]2[C:32](=[O:33])[Cl:34])[cH:9][n:10]1.[NH:38]1[CH2:39][CH2:40][CH:41]([CH2:44][OH:45])[CH2:42][CH2:43]1>>[C:1]([CH3:2])([CH3:3])([CH3:4])[c:5]1[cH:6][c:7]([O:35][CH2:36][CH3:37])[c:8]([C:11]2=[N:15][C:14]([CH3:16])([c:17]3[cH:18][cH:19][c:20]([Cl:23])[cH:21][cH:22]3)[C:13]([CH3:24])([c:25]3[cH:26][cH:27][c:28]([Cl:31])[cH:29][cH:30]3)[N:12]2[C:32](=[O:33])[N:38]2[CH2:39][CH2:40][CH:41]([CH2:44][OH:45])[CH2:42][CH2:43]2)[cH:9][n:10]1.